From a dataset of the Open Reaction Database (ORD), a public repository of structured organic reaction records. describe an organic reaction: reactants, conditions, products, and yield RXN SMILES: Cl[C:2]1[CH:7]=[C:6]([C:8]2[CH:13]=[CH:12][CH:11]=[CH:10][C:9]=2[F:14])[N:5]=[CH:4][N:3]=1.[CH3:15][CH:16]([OH:20])[C:17]#[C:18][CH3:19].[H-].[Na+].O>CN(C)C=O>[F:14][C:9]1[CH:10]=[CH:11][CH:12]=[CH:13][C:8]=1[C:6]1[CH:7]=[C:2]([O:20][CH:16]([CH3:15])[C:17]#[C:18][CH3:19])[N:3]=[CH:4][N:5]=1 |f:2.3|. The solvent is CN(C=O)C (N,N-dimethylformamide). Procedure: In 10 ml of N,N-dimethylformamide were dissolved 449 mg of 4-chloro-6-(2-fluorophenyl)pyrimidine and 272 mg of 3-pentyn-2-ol, to which 130 mg of sodium hydride (60% in oil) was added, followed by stirring at room temperature for 8 hours. The reaction mixture was then poured into water and extracted three times with ethyl acetate. The organic layers were combined, washed with a saturated aqueous sodium chloride solution, dried over anhydrous magnesium sulfate, and then concentrated. The resulting... Product: FC1=C(C=CC=C1)C1=NC=NC(=C1)OC(C#CC)C (4-(2-fluorophenyl)-6-(1-methyl-2-butynyloxy)pyrimidine). Run at time 8 hour. Starting materials: ClC1=NC=NC(=C1)C1=C(C=CC=C1)F (4-chloro-6-(2-fluorophenyl)pyrimidine), CC(C#CC)O (3-pentyn-2-ol), O (water), [H-].[Na+] (sodium hydride). Isolated yield 92.5%. The reactants are OC1=CC=C(C=C1)C=1C2=CC=CC=C2C(=C2C1C1=C(S2)C=CC=C1)C#N (11-(4-hydroxy-phenyl)-benzo [b]naphtho[2,3-d]thiophene-6-carbonitrile), O[C@H](C(=O)OC)CC1=CC=CC=C1 ((S)-2-Hydroxy-3-phenylpropionic acid, methyl ester), 499. Run in C(Cl)(Cl)Cl (CHCl3). The product is C(#N)C1=C2C=CC=CC2=C(C=2C3=C(SC21)C=CC=C3)C3=CC=C(O[C@@H](C(=O)O)CC2=CC=CC=C2)C=C3 ((R)-2-[4-(6-Cyano-benzo[b]naphtho[2,3-d]thiophen-11-yl)-phenoxy]-3-phenyl-propionic acid). Reaction SMILES: [OH:1][C:2]1[CH:7]=[CH:6][C:5]([C:8]2[C:9]3[C:14]([C:15]([C:25]#[N:26])=[C:16]4[S:20][C:19]5[CH:21]=[CH:22][CH:23]=[CH:24][C:18]=5[C:17]=24)=[CH:13][CH:12]=[CH:11][CH:10]=3)=[CH:4][CH:3]=1.O[C@@H:28]([CH2:33][C:34]1[CH:39]=[CH:38][CH:37]=[CH:36][CH:35]=1)[C:29]([O:31]C)=[O:30]>C(Cl)(Cl)Cl>[C:25]([C:15]1[C:16]2[S:20][C:19]3[CH:21]=[CH:22][CH:23]=[CH:24][C:18]=3[C:17]=2[C:8]([C:5]2[CH:4]=[CH:3][C:2]([O:1][C@H:28]([CH2:33][C:34]3[CH:39]=[CH:38][CH:37]=[CH:36][CH:35]=3)[C:29]([OH:31])=[O:30])=[CH:7][CH:6]=2)=[C:9]2[C:14]=1[CH:13]=[CH:12][CH:11]=[CH:10]2)#[N:26]. Reported procedure: Prepared from 11-(4-hydroxy-phenyl)-benzo [b]naphtho[2,3-d]thiophene-6-carbonitrile (Example 44) and (S)-2-hydroxy-3-phenylpropionic acid, methyl ester (Example 96). White solid: mp 145-148° C.: [a]D25=-2.03° (7.883 mg/mL CHCl3); NMR (CDCl3); δ8.31 (ddd, J=8, 1, 1 Hz, 1 H), 7.78 (ddd., J=8, 1, 1 Hz, 1 H), 7.70 (ddd, J=8, 8, 1 Hz, 1 H), 7.56 (ddd, J=8, 1, 1 Hz, 1 H), 7.47-7.37 (m, 6 H), 7.32 (ddd, J=8, 7, 1 Hz, 1 H), 7.20 (dd., J=8, 2 Hz, 1 H),7.14-7.05 (m, 4 H), 6.62 (ddd, J=8, 1, 1 Hz, 1 H), 5.... Starting materials: COC(C(C(=O)NC12CC3CC(CC(C1)C3)C2)(CC2=CC=NC=C2)CC2=CC=NC=C2)=O (N-adamantan-1-yl-2,2-bis-pyridin4-ylmethyl-malonamic acid methyl ester), cuprous bromide, solution, C[Mg]Br (methyl magnesium bromide), C[Mg]Br (methyl magnesium bromide), C[Mg]Br (methyl magnesium bromide). Solvent: C(C)OCC (diethyl ether), C(C)OCC (diethyl ether). Conditions: time 18 hour. The product is C12(CC3CC(CC(C1)C3)C2)NC(C(C(C)=O)(CC2=CC=NC=C2)CC2=CC=NC=C2)=O (N-Adamantan-1-yl-3-oxo-2,2-bis-pyridin-4-ylmethyl-butyramide). RXN SMILES: C[O:2][C:3](=O)[C:4]([CH2:25][C:26]1[CH:31]=[CH:30][N:29]=[CH:28][CH:27]=1)([CH2:18][C:19]1[CH:24]=[CH:23][N:22]=[CH:21][CH:20]=1)[C:5]([NH:7][C:8]12[CH2:17][CH:12]3[CH2:13][CH:14]([CH2:16][CH:10]([CH2:11]3)[CH2:9]1)[CH2:15]2)=[O:6].[CH3:33][Mg]Br>C(OCC)C>[C:8]12([NH:7][C:5](=[O:6])[C:4]([CH2:25][C:26]3[CH:31]=[CH:30][N:29]=[CH:28][CH:27]=3)([CH2:18][C:19]3[CH:24]=[CH:23][N:22]=[CH:21][CH:20]=3)[C:3](=[O:2])[CH3:33])[CH2:15][CH:14]3[CH2:16][CH:10]([CH2:11][CH:12]([CH2:13]3)[CH2:17]1)[CH2:9]2. Procedure details: To a solution of N-adamantan-1-yl-2,2-bis-pyridin4-ylmethyl-malonamic acid methyl ester (750 mg, 1.68 mmol) chilled to 5 ° C., cuprous bromide (10.0 mg) and a 3.0M solution of methyl magnesium bromide in diethyl ether (1.67 ml, 5.03 mmol of methyl magnesium bromide) was added. After 18 hours stirring at ambient temperature, a second 1.67 ml portion of 3.0M methyl magnesium bromide in diethyl ether was added. Three hours thereafter, a final 1.67 ml portion of 3.0M methyl magnesium bromide was add... Reactants: BrCC(=O)N1CCOCC1 (4-(2-Bromoacetyl)morpholine), ClC1=C2C(CC(=NC2=CC=C1)C1=CC=C(C=C1)C)=O (5-chloro-2-(4-methylphenyl)-4-quinolone), ClC1=CC=C2C(CC(=NC2=C1)C1=CC=C(C=C1)C)=O (7-chloro-2-(4-methylphenyl)-4-quinolone), C([O-])([O-])=O.[K+].[K+] (potassium carbonate). Solvent: CC(CC)=O (2-butanone), CC(CC)=O (2-butanone). Reaction conditions: temperature 20 celsius. Product: ClC1=C2C(=CC(=NC2=CC=C1)C1=CC=C(C=C1)C)OCC(=O)N1CCOCC1 (4-{[ 5-chloro-2-(4-methylphenyl)-4-quinolyl]oxyacetyl}morpholine). The yield is 13.6%. As a reaction SMILES: Br[CH2:2][C:3]([N:5]1[CH2:10][CH2:9][O:8][CH2:7][CH2:6]1)=[O:4].[Cl:11][C:12]1[CH:21]=[CH:20][CH:19]=[C:18]2[C:13]=1[C:14](=[O:29])[CH2:15][C:16]([C:22]1[CH:27]=[CH:26][C:25]([CH3:28])=[CH:24][CH:23]=1)=[N:17]2.ClC1C=C2C(C(=O)CC(C3C=CC(C)=CC=3)=N2)=CC=1.C(=O)([O-])[O-].[K+].[K+]>CC(=O)CC>[Cl:11][C:12]1[CH:21]=[CH:20][CH:19]=[C:18]2[C:13]=1[C:14]([O:29][CH2:2][C:3]([N:5]1[CH2:10][CH2:9][O:8][CH2:7][CH2:6]1)=[O:4])=[CH:15][C:16]([C:22]1[CH:27]=[CH:26][C:25]([CH3:28])=[CH:24][CH:23]=1)=[N:17]2 |f:3.4.5|. Procedure details: 4-(2-Bromoacetyl)morpholine (7.9 g) in 2-butanone (50 cc) is added to a stirred suspension of a mixture (10 g) of 5-chloro-2-(4-methylphenyl)-4-quinolone and 7-chloro-2-(4-methylphenyl)-4-quinolone and anhydrous potassium carbonate (10.2 g) in 2-butanone (250 cc). The mixture is heated to reflux for 15 hours and cooled to room temperature (approximately 20° C.), the insoluble matter is removed by filtration and the 2-butanone is evaporated off under reduced pressure. The residue is taken up with... Starting materials: COC1=C(C=CC=C1)[C@@]12[C@@H](CN(CC1)C)C1=C(O2)C=CC=C1 (cis-1,2,3,4,4a,9b-hexahydro-4a-(2-methoxyphenyl)-2-methyl-benzofuro[3,2-c]pyridine), C[S-].[Li+] (lithium thiomethoxide), Cl (HCl). Solvent: O (water), CN(P(=O)(N(C)C)N(C)C)C (hexamethylphosphoramide). Product: OC1=C(C=CC=C1)[C@@]12[C@@H](CN(CC1)C)C1=C(O2)C=CC=C1 (cis-1,2,3,4,4a,9b-Hexahydro-4a-(2-hydroxyphenyl)-2-methyl-benzofuro[3,2-c]-pyridine). The yield is 79.3%. RXN SMILES: C[O:2][C:3]1[CH:8]=[CH:7][CH:6]=[CH:5][C:4]=1[C@@:9]12[O:18][C:17]3[CH:19]=[CH:20][CH:21]=[CH:22][C:16]=3[C@@H:10]1[CH2:11][N:12]([CH3:15])[CH2:13][CH2:14]2.C[S-].[Li+].Cl>CN(C)P(N(C)C)(N(C)C)=O.O>[OH:2][C:3]1[CH:8]=[CH:7][CH:6]=[CH:5][C:4]=1[C@@:9]12[O:18][C:17]3[CH:19]=[CH:20][CH:21]=[CH:22][C:16]=3[C@@H:10]1[CH2:11][N:12]([CH3:15])[CH2:13][CH2:14]2 |f:1.2|. Reported procedure: A mixture of 1.51 g of cis-1,2,3,4,4a,9b-hexahydro-4a-(2-methoxyphenyl)-2-methyl-benzofuro[3,2-c]pyridine and 1.56 g of lithium thiomethoxide in 13 ml of dry hexamethylphosphoramide was heated at 140° under a drying tube for 4 hours. The cooled reaction mixture was diluted with 150 ml of water and the pH adjusted to 7 by slow addition of 2 N HCl with stirring. As the pH reached neutral, product started to precipitate out. The mixture was cooled to 0° and stirred for 30 minutes. The precipitated ... The reactants are Br, CCc1cc(-c2nnc(-c3cc(C)nc(C(C)C)c3)s2)cc(C)c1OCc1ccccc1, CC(=O)O. Product: CCc1cc(-c2nnc(-c3cc(C)nc(C(C)C)c3)s2)cc(C)c1O. As a reaction SMILES: [BrH:33].[CH2:1]([c:2]1[cH:3][cH:4][cH:5][cH:6][cH:7]1)[O:8][c:9]1[c:10]([CH2:31][CH3:32])[cH:11][c:12](-[c:16]2[n:17][n:18][c:19](-[c:21]3[cH:22][c:23]([CH:28]([CH3:29])[CH3:30])[n:24][c:25]([CH3:27])[cH:26]3)[s:20]2)[cH:13][c:14]1[CH3:15].[CH3:34][C:35](=[O:36])[OH:37]>>[OH:8][c:9]1[c:10]([CH2:31][CH3:32])[cH:11][c:12](-[c:16]2[n:17][n:18][c:19](-[c:21]3[cH:22][c:23]([CH:28]([CH3:29])[CH3:30])[n:24][c:25]([CH3:27])[cH:26]3)[s:20]2)[cH:13][c:14]1[CH3:15]. Reactants: [Br-], O=C([O-])O, C1CCOC1, [Zn+]Cc1ccccc1, CCOC(C)=O, CCOC(=O)c1nn(C)c2c1CCc1cnc(SC)nc1-2, [Na+], c1ccc(P(c2ccccc2)(c2ccccc2)[Pd](P(c2ccccc2)(c2ccccc2)c2ccccc2)(P(c2ccccc2)(c2ccccc2)c2ccccc2)P(c2ccccc2)(c2ccccc2)c2ccccc2)cc1. Product: CCOC(=O)c1nn(C)c2c1CCc1cnc(Cc3ccccc3)nc1-2. RXN SMILES: [Br-:1].[C:36](=[O:37])([OH:38])[O-:39].[CH2:10]1[O:11][CH2:12][CH2:13][CH2:14]1.[CH2:2]([c:3]1[cH:4][cH:5][cH:6][cH:7][cH:8]1)[Zn+:9].[CH3:118][CH2:119][O:120][C:121](=[O:122])[CH3:123].[CH3:15][n:16]1[n:17][c:18]([C:31](=[O:32])[O:33][CH2:34][CH3:35])[c:19]2[c:28]1-[c:27]1[c:22]([cH:23][n:24][c:25]([S:29][CH3:30])[n:26]1)[CH2:21][CH2:20]2.[Na+:40].[cH:41]1[cH:42][cH:43][c:44]([P:45]([Pd:46]([P:47]([c:48]2[cH:49][cH:50][cH:51][cH:52][cH:53]2)([c:54]2[cH:55][cH:56][cH:57][cH:58][cH:59]2)[c:60]2[cH:61][cH:62][cH:63][cH:64][cH:65]2)([P:66]([c:67]2[cH:68][cH:69][cH:70][cH:71][cH:72]2)([c:73]2[cH:74][cH:75][cH:76][cH:77][cH:78]2)[c:79]2[cH:80][cH:81][cH:82][cH:83][cH:84]2)[P:85]([c:86]2[cH:87][cH:88][cH:89][cH:90][cH:91]2)([c:92]2[cH:93][cH:94][cH:95][cH:96][cH:97]2)[c:98]2[cH:99][cH:100][cH:101][cH:102][cH:103]2)([c:104]2[cH:105][cH:106][cH:107][cH:108][cH:109]2)[c:110]2[cH:111][cH:112][cH:113][cH:114][cH:115]2)[cH:116][cH:117]1>>[CH2:2]([c:3]1[cH:4][cH:5][cH:6][cH:7][cH:8]1)[c:25]1[n:24][cH:23][c:22]2[c:27]([n:26]1)-[c:28]1[n:16]([CH3:15])[n:17][c:18]([C:31](=[O:32])[O:33][CH2:34][CH3:35])[c:19]1[CH2:20][CH2:21]2. Starting materials: C1CCOC1, [K+], [K+], Nc1ccc(Br)nc1, O=C([O-])[O-], O, OB(O)c1ccccc1. Yields the product Nc1ccc(-c2ccccc2)nc1. Reaction SMILES: [CH2:25]1[O:26][CH2:27][CH2:28][CH2:29]1.[K+:18].[K+:19].[NH2:1][c:2]1[cH:3][n:4][c:5]([Br:8])[cH:6][cH:7]1.[O-:20][C:21]([O-:22])=[O:23].[OH2:24].[OH:9][B:10]([OH:11])[c:12]1[cH:13][cH:14][cH:15][cH:16][cH:17]1>>[NH2:1][c:2]1[cH:3][n:4][c:5](-[c:12]2[cH:13][cH:14][cH:15][cH:16][cH:17]2)[cH:6][cH:7]1. Starting materials: C(C)NCC1=CC(=CC=C1)Br (N-ethyl-3-bromobenzylamine), ClC=CCCl (1,3-dichloropropene), C([O-])([O-])=O.[K+].[K+] (potassium carbonate). The solvent is C(C)(=O)OCC (ethyl acetate). Run at temperature 60 celsius, time 8 hour. Yields the product Cl/C=C/CN(CC)CC1=CC(=CC=C1)Br ((E)-N-(3-Chloro-2-propenyl)-N-ethyl-3-bromobenzylamine). The yield is 64.0%. Reaction SMILES: [CH2:1]([NH:3][CH2:4][C:5]1[CH:10]=[CH:9][CH:8]=[C:7]([Br:11])[CH:6]=1)[CH3:2].[Cl:12][CH:13]=[CH:14][CH2:15]Cl.C(=O)([O-])[O-].[K+].[K+]>C(OCC)(=O)C>[Cl:12]/[CH:13]=[CH:14]/[CH2:15][N:3]([CH2:4][C:5]1[CH:10]=[CH:9][CH:8]=[C:7]([Br:11])[CH:6]=1)[CH2:1][CH3:2] |f:2.3.4|. Procedure details: To a solution of 4.28 g (20 mmol) of N-ethyl-3-bromobenzylamine in 30 ml of N,N-dimethylfcrmamide were added 2.44 g (22 mmol) of 1,3-dichloropropene and 1.70 g (12 mmol) of ground potassium carbonate under ice cooling. The mixture was stirred for 8 hours at 60° C., poured into 40 ml of ethyl acetate, washed with 40 ml ×2 of water and 40 ml of saturated sodium chloride aqueous solution, dried over anhydrous magnesium sulfate and then concentrated under reduced pressure. The residue was subjected ...